describe an organic reaction: reactants, conditions, products, and yield From a dataset of the Open Reaction Database (ORD), a public repository of structured organic reaction records. Starting materials: C[C@@]1([C@H]2C[C@H]3[C@@H](C(=O)C(=C([C@]3(C(=O)C2=C(C4=C1C=CC=C4O)O)O)O)C(=O)N)N(C)C)O (tetracycline base). The solvent is O (water). Product: C[C@]1(C=2C=CC=C(C2C(=O)C3=C([C@]4([C@@H](C[C@@H]31)[C@@H](C(=C(C4=O)C(=O)N)O)N(C)C)O)O)O)O (tetracycline). As a reaction SMILES: [CH3:1][C@@:2]1([OH:32])[C:17]2[CH:18]=[CH:19][CH:20]=[C:21]([OH:22])[C:16]=2[C:15]([OH:23])=[C:14]2[C@@H:3]1[CH2:4][C@@H:5]1[C@:11]([OH:24])([C:12]2=[O:13])[C:10]([OH:25])=[C:9]([C:26]([NH2:28])=[O:27])[C:7](=[O:8])[C@H:6]1[N:29]([CH3:31])[CH3:30]>O>[CH3:1][C@:2]1([OH:32])[C@@H:3]2[C:14](=[C:12]([OH:13])[C@:11]3([OH:24])[C:10](=[O:25])[C:9]([C:26]([NH2:28])=[O:27])=[C:7]([OH:8])[C@@H:6]([N:29]([CH3:31])[CH3:30])[C@@H:5]3[CH2:4]2)[C:15](=[O:23])[C:16]2[C:21]([OH:22])=[CH:20][CH:19]=[CH:18][C:17]1=2. Procedure: The second tetracycline labelling solution was prepared by dissolving 288 mg of tetracycline base (Sigma) in 40 ml of deionized water to yield a concentration of 7.2 mg of tetracycline per ml. The reactants are S1C(=NC2=C1C=CC=C2)NN=CC=2OC(=CC2)[N+](=O)[O-] (5-nitro-2-furaldehyde 2-(1,3-benzothiazole-2-yl)hydrazone), [N+](=O)([O-])C1=CC=C(O1)C=O (5-nitrofuran aldehyde), N(N)C=1SC2=C(N1)C=CC(=C2)[N+](=O)[O-] (2-hydrazino-6-nitro-benzothiazole). Yields the product [N+](=O)([O-])C1=CC2=C(N=C(S2)NN=CC=2OC(=CC2)[N+](=O)[O-])C=C1 (5-nitro-2-furaldehyde 2-(6-nitro-1,3-benzothiazol-2yl)hydrazone). As a reaction SMILES: [S:1]1[C:5]2[CH:6]=[CH:7][CH:8]=[CH:9][C:4]=2[N:3]=[C:2]1[NH:10][N:11]=[CH:12][C:13]1[O:14][C:15]([N+:18]([O-:20])=[O:19])=[CH:16][CH:17]=1.[N+:21](C1OC(C=O)=CC=1)([O-:23])=[O:22].N(C1SC2C=C([N+]([O-])=O)C=CC=2N=1)N>>[N+:21]([C:7]1[CH:8]=[CH:9][C:4]2[N:3]=[C:2]([NH:10][N:11]=[CH:12][C:13]3[O:14][C:15]([N+:18]([O-:20])=[O:19])=[CH:16][CH:17]=3)[S:1][C:5]=2[CH:6]=1)([O-:23])=[O:22]. Reported procedure: The compound 3o was prepared according procedure described for 3a by employing 5-nitrofuran aldehyde (141 mg, 1 mmol) and 2-hydrazino-6-nitro-benzothiazole (210 mg, 1 mmol) at 70° C. for 2 h (yield 283 mg, 85%). Starting materials: CC(=O)OC(C)=O, Cc1nccn1-c1cccc(N)c1, [Na+], [OH-], O. Yields the product CC(=O)Nc1cccc(-n2ccnc2C)c1. As a reaction SMILES: [CH3:14][C:15](=[O:16])[O:17][C:18](=[O:19])[CH3:20].[CH3:1][c:2]1[n:3](-[c:7]2[cH:8][c:9]([NH2:10])[cH:11][cH:12][cH:13]2)[cH:4][cH:5][n:6]1.[Na+:22].[OH-:21].[OH2:23]>>[CH3:1][c:2]1[n:3](-[c:7]2[cH:8][c:9]([NH:10][C:15]([CH3:14])=[O:16])[cH:11][cH:12][cH:13]2)[cH:4][cH:5][n:6]1. As a reaction SMILES: [C:40]([O:41][CH2:42][CH3:43])(=[O:44])[CH3:45].[CH3:38][OH:39].[CH:34]([O-:35])=[O:36].[NH4+:37].[cH:1]1[cH:2][cH:3][cH:4][c:5]2[c:14]1[C:13]1([CH2:16][N:17]3[CH2:18][CH2:19][CH:20]([NH:23][c:24]4[n:25][cH:26][c:27]([N+:31]([O-:32])=[O:33])[c:28]([NH2:30])[n:29]4)[CH2:21][CH2:22]3)[c:12]3[c:7]([cH:8][cH:9][cH:10][cH:11]3)[CH:6]2[CH2:15]1>>[cH:1]1[cH:2][cH:3][cH:4][c:5]2[c:14]1[C:13]1([CH2:16][N:17]3[CH2:18][CH2:19][CH:20]([NH:23][c:24]4[n:25][cH:26][c:27]([NH2:31])[c:28]([NH2:30])[n:29]4)[CH2:21][CH2:22]3)[c:12]3[c:7]([cH:8][cH:9][cH:10][cH:11]3)[CH:6]2[CH2:15]1. The reactants are CCOC(C)=O, CO, O=C[O-], [NH4+], Nc1nc(NC2CCN(CC34CC(c5ccccc53)c3ccccc34)CC2)ncc1[N+](=O)[O-]. Yields the product Nc1cnc(NC2CCN(CC34CC(c5ccccc53)c3ccccc34)CC2)nc1N. Reactants: CC(=O)C.OS(=O)(=O)O.O=[Cr](=O)=O (Jones' reagent), C(\C=C\C)(=O)OC1=CC=C(C=O)C=C1 (4-[(E)-but-2-enoyloxy]benzaldehyde), CC(=O)C (acetone). Yields the product C(\C=C\C)(=O)OC1=CC=C(C(=O)O)C=C1 (4-[(E)-but-2-enoyloxy]benzoic acid). Conditions: time 8 hour. As a reaction SMILES: CC(C)=[O:3].OS(O)(=O)=O.O=[Cr](=O)=O.[C:14]([O:19][C:20]1[CH:27]=[CH:26][C:23]([CH:24]=[O:25])=[CH:22][CH:21]=1)(=[O:18])/[CH:15]=[CH:16]/[CH3:17].CC(C)=O>O>[C:14]([O:19][C:20]1[CH:21]=[CH:22][C:23]([C:24]([OH:3])=[O:25])=[CH:26][CH:27]=1)(=[O:18])/[CH:15]=[CH:16]/[CH3:17] |f:0.1.2|. The solvent is O (water). Procedure details: 50 ml of Jones' reagent were added dropwise while stirring within 15 minutes to a solution of 12.2 g of 4-[(E)-but-2-enoyloxy]benzaldehyde and 100 ml of acetone at 0° C. The reaction mixture was stirred at room temperature overnight, poured into water and extracted three times with 50 ml of ethyl acetate each time. The combined organic phases were extracted twice with 50 ml of 2N sodium hydroxide solution. The combined sodium hydroxide phases were acidified (pH 1) with hydrochloric acid, then ex... The reactants are ClCCl, CCOC(=O)Cl, CC(C)(C)OC(=O)N1CCC(c2ccc(N)cc2)CC1, c1ccncc1. Product: CCOC(=O)Nc1ccc(C2CCN(C(=O)OC(C)(C)C)CC2)cc1. Reaction SMILES: [CH2:33]([Cl:34])[Cl:35].[Cl:21][C:22](=[O:23])[O:24][CH2:25][CH3:26].[NH2:1][c:2]1[cH:3][cH:4][c:5]([CH:8]2[CH2:9][CH2:10][N:11]([C:14](=[O:15])[O:16][C:17]([CH3:18])([CH3:19])[CH3:20])[CH2:12][CH2:13]2)[cH:6][cH:7]1.[cH:27]1[cH:28][cH:29][n:30][cH:31][cH:32]1>>[NH:1]([c:2]1[cH:3][cH:4][c:5]([CH:8]2[CH2:9][CH2:10][N:11]([C:14](=[O:15])[O:16][C:17]([CH3:18])([CH3:19])[CH3:20])[CH2:12][CH2:13]2)[cH:6][cH:7]1)[C:22](=[O:23])[O:24][CH2:25][CH3:26]. The reactants are ON1C(C=2C(C1=O)=CC=CC2)=O (N-hydroxyphthalimide), BrCCCBr (1,3-dibromopropane). Solvent: CC#N (CH3CN). Product: BrCCCON1C(C=2C(C1=O)=CC=CC2)=O (N-(3-Bromopropyloxy)phthalimide). Reaction SMILES: [OH:1][N:2]1[C:6](=[O:7])[C:5]2=[CH:8][CH:9]=[CH:10][CH:11]=[C:4]2[C:3]1=[O:12].[Br:13][CH2:14][CH2:15][CH2:16]Br>CC#N>[Br:13][CH2:14][CH2:15][CH2:16][O:1][N:2]1[C:3](=[O:12])[C:4]2=[CH:11][CH:10]=[CH:9][CH:8]=[C:5]2[C:6]1=[O:7]. Procedure: To a solution of N-hydroxyphthalimide (2.0 g) and 1,3-dibromopropane (2.49 ml) in 50 ml of dry CH3CN was added diisorpopylethylamine (4.27 ml). The mixture was stirred at room temperature. After 4 hours the volatiles were removed in vacuo. The residue was triturated with Et2O to provide 2.53 g of while solid, homogeneous by TLC.